Dataset: the Open Reaction Database (ORD), a public repository of structured organic reaction records. Task: describe an organic reaction: reactants, conditions, products, and yield Reactants: COC(C1=C(C=C(C(=C1)[N+](=O)[O-])[N+](=O)[O-])OCC)=O (4,5-dinitro-2-ethoxy-benzoic acid methyl ester). The reagents and catalysts are [Pd] (Pd/C). The solvent is CO (MeOH). Reaction conditions: time 4 hour. Product: COC(C1=C(C=C(C(=C1)N)N)OCC)=O (4,5-diamino-2-ethoxy-benzoic Acid methyl ester). Yield: 94.0%. As a reaction SMILES: [CH3:1][O:2][C:3](=[O:19])[C:4]1[CH:9]=[C:8]([N+:10]([O-])=O)[C:7]([N+:13]([O-])=O)=[CH:6][C:5]=1[O:16][CH2:17][CH3:18]>CO.[Pd]>[CH3:1][O:2][C:3](=[O:19])[C:4]1[CH:9]=[C:8]([NH2:10])[C:7]([NH2:13])=[CH:6][C:5]=1[O:16][CH2:17][CH3:18]. Procedure: A mixture of 4,5-dinitro-2-ethoxy-benzoic acid methyl ester (320 mg) and 10% Pd/C (40 mg) in MeOH (8 mL) was stirred under an atmosphere of hydrogen gas for 4 h at r.t., filtered through a plug of Celite and reduced in vacuo to give the title compound (234 mg) as a black gum. 1H NMR (300 MHz, MeOD) δ 7.30 (s, 1H), 6.40 (s, 1H), 4.00 (q, 2H), 3.80 (s, 3H), 1.35 (t, 3H). Reactants: COC(C1=C(C=CC(=C1)OCC1=CC=CC=C1)Br)=O (5-Benzyloxy-2-bromo-benzoic acid methyl ester), C(C#C)O (prop-2-yn-1-ol). The reagents and catalysts are [Cu]I (copper(I) iodide), Cl[Pd]([P](C1=CC=CC=C1)(C2=CC=CC=C2)C3=CC=CC=C3)([P](C4=CC=CC=C4)(C5=CC=CC=C5)C6=CC=CC=C6)Cl (bis(triphenylphosphine)palladium(II) chloride). Solvent: C(C)N(CC)CC (triethylamine). Conditions: temperature 50 celsius. The product is COC(C1=C(C=CC(=C1)OCC1=CC=CC=C1)C#CCO)=O (5-Benzyloxy-2-(3-hydroxy-prop-1-ynyl)-benzoic acid methyl ester). The yield is 72.2%. Reaction SMILES: [CH3:1][O:2][C:3](=[O:19])[C:4]1[CH:9]=[C:8]([O:10][CH2:11][C:12]2[CH:17]=[CH:16][CH:15]=[CH:14][CH:13]=2)[CH:7]=[CH:6][C:5]=1Br.[CH2:20]([OH:23])[C:21]#[CH:22]>C(N(CC)CC)C.[Cu]I.Cl[Pd](Cl)([P](C1C=CC=CC=1)(C1C=CC=CC=1)C1C=CC=CC=1)[P](C1C=CC=CC=1)(C1C=CC=CC=1)C1C=CC=CC=1>[CH3:1][O:2][C:3](=[O:19])[C:4]1[CH:9]=[C:8]([O:10][CH2:11][C:12]2[CH:17]=[CH:16][CH:15]=[CH:14][CH:13]=2)[CH:7]=[CH:6][C:5]=1[C:22]#[C:21][CH2:20][OH:23] |^1:35,54|. Procedure details: To a solution of 5-Benzyloxy-2-bromo-benzoic acid methyl ester (120 g, 374 mmol) and prop-2-yn-1-ol (41.9 g, 747 mmol) in triethylamine (1 L), copper(I) iodide (0.712 g, 3.74 mmol) and bis(triphenylphosphine)palladium(II) chloride (26.2 g, 37.4 mmol) at RT under N2. The mixture was heated at 50° C. reflux under N2 for 12 hr. The reaction was cooled to room temperature, concentrated to dryness, diluted with H2O (50 mL) and extracted with ethyl acetate (500 mL*3), The organic phase was washed with... Reactants: CC(C)C[C@@H](C(=O)N[C@@H](CC(C)C)C(=O)N[C@@H](CCCN=C(N)N)C(=O)O)NC(=O)C (Leupeptin), C1=CC(=CC=C1[C@H]([C@@H](CO)NC(=O)C(Cl)Cl)O)[N+](=O)[O-] (chloramphenicol), CCOP(=O)(OCC)OC=1C=CC(=CC1)[N+](=O)[O-] (paraoxon), D-threo-[dichloroacetyl-1,2-14C], CC(C)C[C@@H](C(=O)N[C@@H](CC(C)C)C(=O)N[C@@H](CCCN=C(N)N)C(=O)O)NC(=O)C (leupeptin), xylenes, n-butyryl co-enzyme A, C1(=CC=CC=C1)CS(=O)(=O)F (Phenylmethylsulfonylfluoride), C1=CC=C(C=C1)CS(=O)(=O)F (PMSF), C1=CC=C(C=C1)CS(=O)(=O)F (PMSF), solutions, C1=CC=C(C=C1)CS(=O)(=O)F (PMSF), CCOP(=O)(OCC)OC=1C=CC(=CC1)[N+](=O)[O-] (paraoxon), CCOP(=O)(OCC)OC=1C=CC(=CC1)[N+](=O)[O-] (paraoxon), C1=CC(=CC=C1[C@H]([C@@H](CO)NC(=O)C(Cl)Cl)O)[N+](=O)[O-] (chloramphenicol), 14C chloramphenicol, diethyl-n-nitrophenyl phosphate, C(C(CO)(CO)N)O.Cl.C(CN(CC(=O)O)CC(=O)O)N(CC(=O)O)CC(=O)O (Tris HCl EDTA). Run in C(C)(C)O (isopropanol), C(C)(C)O (isopropanol), O (water). Product: C(C(CO)(CO)N)O.Cl (Tris HCl). As a reaction SMILES: CC(C[C@H](NC(C)=O)C(N[C@H](C(N[C@H](C(O)=O)CCCN=C(N)N)=O)CC(C)C)=O)C.C1(CS(F)(=O)=O)C=CC=CC=1.[CH2:43]([OH:50])[C:44]([NH2:49])([CH2:47][OH:48])[CH2:45][OH:46].Cl.C(N(CC(O)=O)CC(O)=O)CN(CC(O)=O)CC(O)=O.C1C([C@@H](O)[C@H](NC(C(Cl)[Cl:86])=O)CO)=CC=C([N+]([O-])=O)C=1.CCOP(OC1C=CC([N+]([O-])=O)=CC=1)(OCC)=O>C(O)(C)C.O>[CH2:43]([OH:50])[C:44]([NH2:49])([CH2:47][OH:48])[CH2:45][OH:46].[ClH:86] |f:2.3.4,9.10|. Procedure details: Leupeptin and aprothinin (from Boerhinger) stock solutions (0.1%) for each weigh out 0.0025 g and add both to 2.5 mL of distilled water. Mix, aliquot and store at -20° C. for up to 6 months or store 1 week at 4° C.; Phenylmethylsulfonylfluoride stock solution (PMSF) 10 mg/mL, prepared from 0.05 g of PMSF and 5 mL of isopropanol (Store in the dark at room temperature for up to 1 year); Complete homogenation buffer (from Tris HCl/EDTA buffer (100 mL), PMSF stock (350 μL, final concentration of 35 ... Reactants: Cc1ccccc1, O=[N+]([O-])c1cc(Cl)ccc1Cl, [I-], [K+], CCOC(=O)N1CCC(N)CC1, [Na+], [Na+], O=C([O-])[O-], O, OC1CCCCC1. The product is CCOC(=O)N1CCC(Nc2ccc(Cl)cc2[N+](=O)[O-])CC1. RXN SMILES: [CH3:40][c:41]1[cH:42][cH:43][cH:44][cH:45][cH:46]1.[Cl:13][c:14]1[c:15]([N+:21](=[O:22])[O-:23])[cH:16][c:17]([Cl:20])[cH:18][cH:19]1.[I-:31].[K+:30].[NH2:1][CH:2]1[CH2:3][CH2:4][N:5]([C:8](=[O:9])[O:10][CH2:11][CH3:12])[CH2:6][CH2:7]1.[Na+:24].[Na+:25].[O-:26][C:27](=[O:28])[O-:29].[OH2:39].[OH:32][CH:33]1[CH2:34][CH2:35][CH2:36][CH2:37][CH2:38]1>>[NH:1]([CH:2]1[CH2:3][CH2:4][N:5]([C:8](=[O:9])[O:10][CH2:11][CH3:12])[CH2:6][CH2:7]1)[c:14]1[c:15]([N+:21](=[O:22])[O-:23])[cH:16][c:17]([Cl:20])[cH:18][cH:19]1.